From a dataset of the Open Reaction Database (ORD), a public repository of structured organic reaction records. describe an organic reaction: reactants, conditions, products, and yield The reactants are FC(C(C1=CC=CC=C1)(F)F)(F)C1=C(CO)C=CC=C1 (2-(α,α,β,β-tetrafluorophenethyl)benzyl alcohol), Br (hydrobromic acid). The product is FC(C(C1=CC=CC=C1)(F)F)(F)C1=C(CBr)C=CC=C1 (2-(α,α,β,β-Tetrafluorophenethyl)benzyl bromide). Reaction SMILES: [F:1][C:2]([C:13]1[CH:20]=[CH:19][CH:18]=[CH:17][C:14]=1[CH2:15]O)([F:12])[C:3]([F:11])([F:10])[C:4]1[CH:9]=[CH:8][CH:7]=[CH:6][CH:5]=1.[BrH:21]>>[F:1][C:2]([C:13]1[CH:20]=[CH:19][CH:18]=[CH:17][C:14]=1[CH2:15][Br:21])([F:12])[C:3]([F:11])([F:10])[C:4]1[CH:9]=[CH:8][CH:7]=[CH:6][CH:5]=1. Reported procedure: A suspension of 3.3 g. (0.0116 mole) of 2-(α,α,β,β-tetrafluorophenethyl)benzyl alcohol in 15 ml. of 48% hydrobromic acid is stirred and heated on the steam bath for 3 hours. The product crystallizes from the cooled mixture and is collected and dissolved in benzene. Evaporation of the washed and dried benzene extract under reduced pressure and sublimation of the residual solid at 60°C. and 0.05 mm. yields white crystals, m.p. 70°-77°C. A sample for analysis from a previous preparation was purifie... Starting materials: C(CCC)C=1C(=NC(=NC1C)N)Cl (5-butyl-4-chloro-6-methylpyrimidine-2-yl amine), C(CCCC)N (amylamine). Product: NC1=NC(=C(C(=N1)NCCCCC)CCCC)C (N-(2-Amino-5-butyl-6-methylpyrimidine-4-yl)-N-pentylamine). Isolated yield 78.0%. Reaction SMILES: [CH2:1]([C:5]1[C:6](Cl)=[N:7][C:8]([NH2:12])=[N:9][C:10]=1[CH3:11])[CH2:2][CH2:3][CH3:4].[CH2:14]([NH2:19])[CH2:15][CH2:16][CH2:17][CH3:18]>>[NH2:12][C:8]1[N:7]=[C:6]([NH:19][CH2:14][CH2:15][CH2:16][CH2:17][CH3:18])[C:5]([CH2:1][CH2:2][CH2:3][CH3:4])=[C:10]([CH3:11])[N:9]=1. Procedure details: A mixture of 5-butyl-4-chloro-6-methylpyrimidine-2-yl amine (100 mg, 0.5 mmol) and amylamine (2 ml) was refluxed for 11 hours. The reaction mixture was cooled and the solvent was removed in vacuo and the residue was purified by silica gel column chromatography (MeOH:CHCl3=1:20) to give the object compound (98 mg, 78%) as an oil. Starting materials: COCCBr, CCOC(C)=O, Cl, [H-], NC1Cc2ccccc2NC1=O, [Na+], CN(C)C=O. RXN SMILES: [CH3:16][O:17][CH2:18][CH2:19][Br:20].[CH3:26][CH2:27][O:28][C:29]([CH3:30])=[O:31].[ClH:3].[H-:1].[NH2:4][CH:5]1[C:6](=[O:15])[NH:7][c:8]2[cH:9][cH:10][cH:11][cH:12][c:13]2[CH2:14]1.[Na+:2].[O:21]=[CH:22][N:23]([CH3:24])[CH3:25]>>[NH2:4][CH:5]1[C:6](=[O:15])[N:7]([CH2:19][CH2:18][O:17][CH3:16])[c:8]2[cH:9][cH:10][cH:11][cH:12][c:13]2[CH2:14]1. Yields the product COCCN1C(=O)C(N)Cc2ccccc21. Reactants: CC(CO[Si](C(C)C)(C(C)C)C(C)C)C1CCC2C3CC=C4C(C)(C)C(OC(=O)c5ccccc5)CCC4(C)C3CCC12C, Cc1cc(C)nc(C)c1. Product: CC(CO[Si](C(C)C)(C(C)C)C(C)C)C1CCC2C3=CC=C4C(C)(C)C(OC(=O)c5ccccc5)CCC4(C)C3CCC21C. RXN SMILES: [C:1]([c:2]1[cH:3][cH:4][cH:5][cH:6][cH:7]1)(=[O:8])[O:9][CH:10]1[C:11]([CH3:43])([CH3:44])[C:12]2=[CH:13][CH2:14][CH:15]3[CH:16]4[CH2:17][CH2:18][CH:19]([CH:20]([CH3:21])[CH2:22][O:23][Si:24]([CH:25]([CH3:26])[CH3:27])([CH:28]([CH3:29])[CH3:30])[CH:31]([CH3:32])[CH3:33])[C:34]4([CH3:42])[CH2:35][CH2:36][CH:37]3[C:38]2([CH3:41])[CH2:39][CH2:40]1.[CH3:45][c:46]1[cH:47][c:48]([CH3:49])[cH:50][c:51]([CH3:52])[n:53]1>>[C:1]([c:2]1[cH:3][cH:4][cH:5][cH:6][cH:7]1)(=[O:8])[O:9][CH:10]1[C:11]([CH3:43])([CH3:44])[C:12]2=[CH:13][CH:14]=[C:15]3[CH:16]4[CH2:17][CH2:18][CH:19]([CH:20]([CH3:21])[CH2:22][O:23][Si:24]([CH:25]([CH3:26])[CH3:27])([CH:28]([CH3:29])[CH3:30])[CH:31]([CH3:32])[CH3:33])[C:34]4([CH3:42])[CH2:35][CH2:36][CH:37]3[C:38]2([CH3:41])[CH2:39][CH2:40]1. Yields the product C(#N)N=C(N)C1=C(C=CC=C1)C (N′-cyano-2-methylbenzenecarboximidamide). As a reaction SMILES: F[B-](F)(F)F.C(O[C:9]([C:11]1[CH:16]=[CH:15][CH:14]=[CH:13][C:12]=1[CH3:17])=[NH2+:10])C.[O-]CC.[Na+].[N:22]#[C:23][NH2:24]>C(O)C>[C:23]([N:24]=[C:9]([C:11]1[CH:16]=[CH:15][CH:14]=[CH:13][C:12]=1[CH3:17])[NH2:10])#[N:22] |f:0.1,2.3|. Run in C(C)O (ethanol), C(C)O (ethanol), C(C)O (ethanol). The yield is 18.8%. Procedure: To a solution of Example 19A (2.5 g 10.00 mmol) in 10 ml of absolute ethanol was added a solution of sodium ethoxide (681 mg, 10 mmol) in 3.7 ml of absolute ethanol. The precipitate was filtered and the filtrate was treated with a solution of cyanamide (420 mg, 10 mmol) in 10 ml of absolute ethanol. The reaction mixture was refluxed for 3 days and the solvent removed under reduced pressure. The crude mixture was purified by silica gel chromatography, eluting with a gradient of 0-50% ethyl acetat... The reactants are N#CN (cyanamide), F[B-](F)(F)F.C(C)OC(=[NH2+])C1=C(C=CC=C1)C (ethoxy(2-methylphenyl)methaniminium tetrafluoroborate), [O-]CC.[Na+] (sodium ethoxide). Starting materials: OC1=CC=C(C=C1)NCC(=O)O (p-hydroxy-phenyl-glycine), [OH-].[Na+] (sodium hydroxide), C(C)(=O)O (acetic acid). The solvent is CO (methanol). Run at temperature 0 celsius. The product is [Na+].OC1=CC=C(C=C1)NCC(=O)[O-] (p-hydroxy-phenyl-glycine sodium salt). As a reaction SMILES: [OH-].[Na+:2].[OH:3][C:4]1[CH:9]=[CH:8][C:7]([NH:10][CH2:11][C:12]([OH:14])=[O:13])=[CH:6][CH:5]=1.C(O)(=O)C>CO>[Na+:2].[OH:3][C:4]1[CH:9]=[CH:8][C:7]([NH:10][CH2:11][C:12]([O-:14])=[O:13])=[CH:6][CH:5]=1 |f:0.1,5.6|. Procedure details: 18 g of sodium hydroxide are dissolved in 250 ml of methanol and 75 g of p-hydroxy-phenyl-glycine are added. After stirring at 60° C. for 15 minutes 2 ml of acetic acid is added to the reaction mixture which is cooled to 0° C. and the suspension is filtered. The wet p-hydroxy-phenyl-glycine sodium salt obtained is suspended in 500 ml of ethanol, 75 g of acetoacetic acid methylester and 0.5 ml of acetic acid are added and the mixture is refluxed for 90 minutes. The residue is cooled to -5° C. and...